From a dataset of the Open Reaction Database (ORD), a public repository of structured organic reaction records. describe an organic reaction: reactants, conditions, products, and yield The reactants are C1CCOC1, CO, Cl, COC(=O)c1cc(C2CCCN2c2cccc(F)c2)c2oc(N3CCOCC3)cc(=O)c2c1, [Na+], [OH-]. The product is O=C(O)c1cc(C2CCCN2c2cccc(F)c2)c2oc(N3CCOCC3)cc(=O)c2c1. RXN SMILES: [CH2:37]1[O:38][CH2:39][CH2:40][CH2:41]1.[CH3:42][OH:43].[ClH:36].[F:3][c:4]1[cH:5][c:6]([N:10]2[CH:11]([c:15]3[cH:16][c:17]([C:32](=[O:33])[O:34][CH3:35])[cH:18][c:19]4[c:20](=[O:31])[cH:21][c:22]([N:25]5[CH2:26][CH2:27][O:28][CH2:29][CH2:30]5)[o:23][c:24]34)[CH2:12][CH2:13][CH2:14]2)[cH:7][cH:8][cH:9]1.[Na+:2].[OH-:1]>>[F:3][c:4]1[cH:5][c:6]([N:10]2[CH:11]([c:15]3[cH:16][c:17]([C:32](=[O:33])[OH:34])[cH:18][c:19]4[c:20](=[O:31])[cH:21][c:22]([N:25]5[CH2:26][CH2:27][O:28][CH2:29][CH2:30]5)[o:23][c:24]34)[CH2:12][CH2:13][CH2:14]2)[cH:7][cH:8][cH:9]1. Starting materials: CC(C)(O)CNc1c([N+](=O)[O-])c(Cl)nc2cc(Br)ccc12, CC#N. The product is CC(C)(O)CNc1c(N)c(Cl)nc2cc(Br)ccc12. Reaction SMILES: [Br:1][c:2]1[cH:3][cH:4][c:5]2[c:6]([NH:16][CH2:17][C:18]([CH3:19])([OH:20])[CH3:21])[c:7]([N+:13]([O-:14])=[O:15])[c:8]([Cl:12])[n:9][c:10]2[cH:11]1.[CH3:22][C:23]#[N:24]>>[Br:1][c:2]1[cH:3][cH:4][c:5]2[c:6]([NH:16][CH2:17][C:18]([CH3:19])([OH:20])[CH3:21])[c:7]([NH2:13])[c:8]([Cl:12])[n:9][c:10]2[cH:11]1. The reactants are CC(C)(C)O, C=CCC(Cc1c(Cl)cc(OC)cc1Cl)C(=O)N1C(=O)OCC1Cc1ccccc1, [O-][I+3]([O-])([O-])[O-], [Na+], C1CCOC1, O. Yields the product COc1cc(Cl)c(CC(CC=O)C(=O)N2C(=O)OCC2Cc2ccccc2)c(Cl)c1. Reaction SMILES: [C:36]([OH:37])([CH3:38])([CH3:39])[CH3:40].[CH2:1]([c:2]1[cH:3][cH:4][cH:5][cH:6][cH:7]1)[CH:8]1[N:9]([C:14]([CH:15]([CH2:16][CH:17]=[CH2:18])[CH2:19][c:20]2[c:21]([Cl:29])[cH:22][c:23]([O:27][CH3:28])[cH:24][c:25]2[Cl:26])=[O:30])[C:10](=[O:13])[O:11][CH2:12]1.[I+3:41]([O-:42])([O-:43])([O-:44])[O-:45].[Na+:46].[O:31]1[CH2:32][CH2:33][CH2:34][CH2:35]1.[OH2:47]>>[CH2:1]([c:2]1[cH:3][cH:4][cH:5][cH:6][cH:7]1)[CH:8]1[N:9]([C:14]([CH:15]([CH2:16][CH:17]=[O:31])[CH2:19][c:20]2[c:21]([Cl:29])[cH:22][c:23]([O:27][CH3:28])[cH:24][c:25]2[Cl:26])=[O:30])[C:10](=[O:13])[O:11][CH2:12]1. Reactants: CC(=O)NCC(NC(=O)OCc1ccccc1)C(=O)O, N#CC=P(c1ccccc1)(c1ccccc1)c1ccccc1, ClCCCl, CN(C)c1ccncc1, ClCCl. The product is CC(=O)NCC(NC(=O)OCc1ccccc1)C(=O)C(C#N)=P(c1ccccc1)(c1ccccc1)c1ccccc1. As a reaction SMILES: [C:1]([CH3:2])(=[O:3])[NH:4][CH2:5][CH:6]([C:7](=[O:8])[OH:9])[NH:10][C:11](=[O:12])[O:13][CH2:14][c:15]1[cH:16][cH:17][cH:18][cH:19][cH:20]1.[C:25](#[N:26])[CH:27]=[P:28]([c:29]1[cH:30][cH:31][cH:32][cH:33][cH:34]1)([c:35]1[cH:36][cH:37][cH:38][cH:39][cH:40]1)[c:41]1[cH:42][cH:43][cH:44][cH:45][cH:46]1.[CH2:21]([Cl:22])[CH2:23][Cl:24].[CH3:50][N:51]([c:52]1[cH:53][cH:54][n:55][cH:56][cH:57]1)[CH3:58].[Cl:47][CH2:48][Cl:49]>>[C:1]([CH3:2])(=[O:3])[NH:4][CH2:5][CH:6]([C:7](=[O:9])[C:27]([C:25]#[N:26])=[P:28]([c:29]1[cH:30][cH:31][cH:32][cH:33][cH:34]1)([c:35]1[cH:36][cH:37][cH:38][cH:39][cH:40]1)[c:41]1[cH:42][cH:43][cH:44][cH:45][cH:46]1)[NH:10][C:11](=[O:12])[O:13][CH2:14][c:15]1[cH:16][cH:17][cH:18][cH:19][cH:20]1. The reactants are C(=C)C=1C=C2CCC\C(\C2=CC1)=N/O ((E)-6-vinyl-3,4-dihydronaphthalen-1(2H)-one oxime), C(=C)C=1C=C2CCC\C(\C2=CC1)=N/O ((E)-6-vinyl-3,4-dihydronaphthalen-1(2H)-one oxime), FC(C=1C=C(C(=O)OC)C=CC1)(F)F (methyl 3-(trifluoromethyl)benzoate), S(O)(O)(=O)=O (sulfuric acid), C(C)(C)[N-]C(C)C.[Li+] (lithium diisopropylamide). Run in C1(=CC=CC=C1)C (toluene), O (Water). Run at temperature 0 celsius, time 10 minute. Yields the product FC(C=1C=C(C=CC1)C1=C2C(=NO1)C1=CC=C(C=C1CC2)C=C)(F)F (3-(3-(trifluoromethyl)phenyl)-7-vinyl-4,5-dihydronaphtho[1,2-c]isoxazole). Yield: 81.4%. As a reaction SMILES: [CH:1]([C:3]1[CH:4]=[C:5]2[C:10](=[CH:11][CH:12]=1)/[C:9](=[N:13]/[OH:14])/[CH2:8][CH2:7][CH2:6]2)=[CH2:2].C([N-]C(C)C)(C)C.[Li+].[F:23][C:24]([F:36])([F:35])[C:25]1[CH:26]=[C:27]([CH:32]=[CH:33][CH:34]=1)[C:28](OC)=O.S(=O)(=O)(O)O>O.C1(C)C=CC=CC=1>[F:23][C:24]([F:35])([F:36])[C:25]1[CH:26]=[C:27]([C:28]2[O:14][N:13]=[C:9]3[C:10]4[C:5]([CH2:6][CH2:7][C:8]=23)=[CH:4][C:3]([CH:1]=[CH2:2])=[CH:12][CH:11]=4)[CH:32]=[CH:33][CH:34]=1 |f:1.2|. Reported procedure: To 6-vinyl-3,4-dihydronaphthalen-1(2H)-one oxime (Intermediate 1, 0.151 g, 0.808 mmol) was added 5 mL of toluene and the contents were concentrated under reduced pressure. The resulting solid was kept under high vacuum for 10 min. The white solid was cooled to 0° C. and lithium diisopropylamide (2.0 M, 0.8 mL, 1.61 mmol) was added drop wise over a period of 3 min. The reaction mixture was stirred at 0° C. for 20 min., then methyl 3-(trifluoromethyl)benzoate (0.087 mL, 0.539 mmol) was added dropw... Starting materials: O (water), FC(OC1=CC=C(C=C1)C=1C(=NC=CC1)N)(F)F (3-[4-(trifluoromethoxy)phenyl]pyridin-2-amine), [H-].[Na+] (sodium hydride), ClCCS(=O)(=O)Cl (2-chloroethanesulfonyl chloride). The solvent is CCCCCC (hexane), C1CCOC1 (THF), C1CCOC1 (THF). Conditions: time 8 hour. Yields the product FC(OC1=CC=C(C=C1)C1=CC=CN2C1=NS(CC2)(=O)=O)(F)F (9-[4-(trifluoromethoxy)phenyl]-3,4-dihydropyrido[2,1-c][1,2,4]thiadiazine 2,2-dioxide). The yield is 70.2%. Reaction SMILES: [F:1][C:2]([F:18])([F:17])[O:3][C:4]1[CH:9]=[CH:8][C:7]([C:10]2[C:11]([NH2:16])=[N:12][CH:13]=[CH:14][CH:15]=2)=[CH:6][CH:5]=1.[H-].[Na+].Cl[CH2:22][CH2:23][S:24](Cl)(=[O:26])=[O:25].O>C1COCC1.CCCCCC>[F:18][C:2]([F:1])([F:17])[O:3][C:4]1[CH:5]=[CH:6][C:7]([C:10]2[C:11]3=[N:16][S:24](=[O:26])(=[O:25])[CH2:23][CH2:22][N:12]3[CH:13]=[CH:14][CH:15]=2)=[CH:8][CH:9]=1 |f:1.2|. Procedure details: A mixture of 3-[4-(trifluoromethoxy)phenyl]pyridin-2-amine (350 mg) in dehydrated THF (5 mL) was added to a mixture of sodium hydride (60%, 275 mg) and 2-chloroethanesulfonyl chloride (673 mg) in dehydrated THF (5 mL) under ice-cooling. The reaction mixture was stirred at room temperature overnight, and water and hexane were added. The resulting precipitate was collected by filtration, and washed with water and diisopropyl ether to give the title compound (333 mg) as a white solid. The obtained ... Starting materials: [BH4-], O=Cc1ccc(Br)cn1, CCO, [Na+]. Yields the product OCc1ccc(Br)cn1. Reaction SMILES: [BH4-:10].[Br:1][c:2]1[cH:3][cH:4][c:5]([CH:8]=[O:9])[n:6][cH:7]1.[CH3:12][CH2:13][OH:14].[Na+:11]>>[Br:1][c:2]1[cH:3][cH:4][c:5]([CH2:8][OH:9])[n:6][cH:7]1. Yields the product CS(=O)(=O)c1ccc(C(COC(=O)OCCCCCCBr)=C(CO)c2ccccc2)cc1. RXN SMILES: [C:1]([O:2][CH2:3][CH2:4][CH2:5][CH2:6][CH2:7][CH2:8][Br:9])([O:10][CH2:11][C:12](=[C:13]([CH2:14][O:15][Si:16]([C:17]([CH3:18])([CH3:19])[CH3:20])([CH3:21])[CH3:22])[c:23]1[cH:24][cH:25][cH:26][cH:27][cH:28]1)[c:29]1[cH:30][cH:31][c:32]([S:35](=[O:36])(=[O:37])[CH3:38])[cH:33][cH:34]1)=[O:39].[CH3:40][C:41]#[N:42].[CH3:43][c:44]1[cH:45][cH:46][cH:47][cH:48][cH:49]1>>[C:1]([O:2][CH2:3][CH2:4][CH2:5][CH2:6][CH2:7][CH2:8][Br:9])([O:10][CH2:11][C:12](=[C:13]([CH2:14][OH:15])[c:23]1[cH:24][cH:25][cH:26][cH:27][cH:28]1)[c:29]1[cH:30][cH:31][c:32]([S:35](=[O:36])(=[O:37])[CH3:38])[cH:33][cH:34]1)=[O:39]. Reactants: CC(C)(C)[Si](C)(C)OCC(=C(COC(=O)OCCCCCCBr)c1ccc(S(C)(=O)=O)cc1)c1ccccc1, CC#N, Cc1ccccc1. The reactants are CC(=O)OC(C)=O, COc1ccccc1-n1ccnc1, COc1ccc([N+](=O)[O-])cc1-n1ccnc1, O=[N+]([O-])O. Yields the product O=[N+]([O-])c1ccc(O)c(-n2ccnc2)c1. RXN SMILES: [CH3:14][C:15]([O:16][C:17](=[O:18])[CH3:19])=[O:20].[CH3:1][O:2][c:3]1[cH:4][cH:5][cH:6][cH:7][c:8]1-[n:9]1[cH:10][cH:11][n:12][cH:13]1.[CH3:25][O:26][c:27]1[c:28](-[n:36]2[cH:37][n:38][cH:39][cH:40]2)[cH:29][c:30]([N+:33](=[O:34])[O-:35])[cH:31][cH:32]1.[OH:21][N+:22](=[O:23])[O-:24]>>[OH:26][c:27]1[c:28](-[n:36]2[cH:37][n:38][cH:39][cH:40]2)[cH:29][c:30]([N+:33](=[O:34])[O-:35])[cH:31][cH:32]1.